Task: describe an organic reaction: reactants, conditions, products, and yield. Dataset: the Open Reaction Database (ORD), a public repository of structured organic reaction records The reactants are ClC(CO)CCl (2,3-dichloro-1-propanol), C(C)OCOCC (diethoxymethane). The reagents and catalysts are O.C=1(C(=CC=CC1)S(=O)(=O)O)C (toluenesulfonic acid hydrate). Run at time 5 hour. Product: C(C)OCOCC(Cl)CCl (C2H5OCH2OCH2CHClCH2Cl). Isolated yield 91.9%. As a reaction SMILES: [Cl:1][CH:2]([CH2:5][Cl:6])[CH2:3][OH:4].[CH2:7]([O:9][CH2:10]OCC)[CH3:8]>O.C1(C)C(S(O)(=O)=O)=CC=CC=1>[CH2:7]([O:9][CH2:10][O:4][CH2:3][CH:2]([CH2:5][Cl:6])[Cl:1])[CH3:8] |f:2.3|. Procedure details: A mixture of 516 g (4.0 mol) 2,3-dichloro-1-propanol, 2.0 g toluenesulfonic acid hydrate, and 1500 ml (12.0 mol) diethoxymethane (DEM) was stirred at reflux while distilling out a mixture of ethanol and DEM. After 5 hr, 200ml had distilled and 250 ml fresh DEM was added. The reaction was shut off overnight and resumed the next day for 5 hr, reaching a final internal temperature of 99° C. Base wash and distillation yielded 688 g of C2H5OCH2OCH2CHClCH2Cl, bp 60-70° C./0.3 mm. Of this amount, 210.7... Starting materials: CCO, ClC(Cl)Cl, Cl, CN1C(=O)CN=C(c2ccccc2Cl)c2cc(N)ccc21, NO, c1ccncc1. Yields the product CN(C(=O)CN)c1ccc(N)cc1C(=NO)c1ccccc1Cl. As a reaction SMILES: [CH2:31]([OH:32])[CH3:33].[CH:34]([Cl:35])([Cl:36])[Cl:37].[ClH:22].[NH2:1][c:2]1[cH:3][cH:4][c:5]2[c:6]([cH:21]1)[C:7]([c:14]1[c:15]([Cl:20])[cH:16][cH:17][cH:18][cH:19]1)=[N:8][CH2:9][C:10](=[O:13])[N:11]2[CH3:12].[NH2:23][OH:24].[cH:25]1[cH:26][cH:27][n:28][cH:29][cH:30]1>>[NH2:1][c:2]1[cH:3][cH:4][c:5]([N:11]([C:10]([CH2:9][NH2:8])=[O:13])[CH3:12])[c:6]([C:7]([c:14]2[c:15]([Cl:20])[cH:16][cH:17][cH:18][cH:19]2)=[N:23][OH:24])[cH:21]1.